Dataset: the Open Reaction Database (ORD), a public repository of structured organic reaction records. Task: describe an organic reaction: reactants, conditions, products, and yield Reactants: CN1CC2C=3C=CC=CC3OC=4C=CC(=CC4C2C1)Cl (asenapine), solution, P(O)(O)(O)=O (phosphoric acid), CN1CC2C=3C=CC=CC3OC=4C=CC(=CC4C2C1)Cl (asenapine). The solvent is C(C)O (ethanol), C(C)O (ethanol). Run at temperature 50 celsius, time 30 minute. The product is CN1CC2C=3C=CC=CC3OC=4C=CC(=CC4C2C1)Cl.P(=O)([O-])([O-])[O-] (asenapine phosphate). Yield: 105.9%. As a reaction SMILES: [CH3:1][N:2]1[CH2:19][CH:18]2[CH:4]([C:5]3[CH:6]=[CH:7][CH:8]=[CH:9][C:10]=3[O:11][C:12]3[CH:13]=[CH:14][C:15]([Cl:20])=[CH:16][C:17]=32)[CH2:3]1.[P:21](=[O:25])([OH:24])([OH:23])[OH:22]>C(O)C>[CH3:1][N:2]1[CH2:19][CH:18]2[CH:4]([C:5]3[CH:6]=[CH:7][CH:8]=[CH:9][C:10]=3[O:11][C:12]3[CH:13]=[CH:14][C:15]([Cl:20])=[CH:16][C:17]=32)[CH2:3]1.[P:21]([O-:25])([O-:24])([O-:23])=[O:22] |f:3.4|. Procedure details: 0.71 Kg of crude asenapine base (2.48 moles) and 6.7 L of ethanol are loaded into a reactor and dissolved by heating at 50° C. An 85% solution of phosphoric acid (0.17 L, 2.48 moles) in ethanol (1.0 L) is dripped into the solution of asenapine base at 50° C. in 10 minutes. The solution is stirred for 30 minutes at 50° C. The solution is cooled to 25° C. in approx. 2 hours. The solution is left under stirring at 25° C. for 2 hours. The product is isolated by filtration, washing with ethanol (1.1 ...